From a dataset of the Open Reaction Database (ORD), a public repository of structured organic reaction records. describe an organic reaction: reactants, conditions, products, and yield The reactants are BrB(Br)Br, COc1ccc2c(Oc3ccc(C(=O)N4CCC(C(=O)O)CC4)cc3)c(-c3ccccc3)c(C)cc2c1, ClCCl. The product is Cc1cc2cc(O)ccc2c(Oc2ccc(C(=O)N3CCC(C(=O)O)CC3)cc2)c1-c1ccccc1. As a reaction SMILES: [B:38]([Br:39])([Br:40])[Br:41].[CH3:1][c:2]1[c:3](-[c:32]2[cH:33][cH:34][cH:35][cH:36][cH:37]2)[c:4]([O:14][c:15]2[cH:16][cH:17][c:18]([C:21](=[O:22])[N:23]3[CH2:24][CH2:25][CH:26]([C:29](=[O:30])[OH:31])[CH2:27][CH2:28]3)[cH:19][cH:20]2)[c:5]2[cH:6][cH:7][c:8]([O:12][CH3:13])[cH:9][c:10]2[cH:11]1.[Cl:42][CH2:43][Cl:44]>>[CH3:1][c:2]1[c:3](-[c:32]2[cH:33][cH:34][cH:35][cH:36][cH:37]2)[c:4]([O:14][c:15]2[cH:16][cH:17][c:18]([C:21](=[O:22])[N:23]3[CH2:24][CH2:25][CH:26]([C:29](=[O:30])[OH:31])[CH2:27][CH2:28]3)[cH:19][cH:20]2)[c:5]2[cH:6][cH:7][c:8]([OH:12])[cH:9][c:10]2[cH:11]1. The reactants are CCCCCC(CCCC(Br)CCCCCCC(=O)OCC)OC(C)=O, CO, [Na], OCCS. Yields the product CCCCCC(CCCC(CCCCCCC(=O)OCC)SCCO)OC(C)=O. RXN SMILES: [Br:6][CH:7]([CH2:8][CH2:9][CH2:10][CH2:11][CH2:12][CH2:13][C:14](=[O:15])[O:16][CH2:17][CH3:18])[CH2:19][CH2:20][CH2:21][CH:22]([CH2:23][CH2:24][CH2:25][CH2:26][CH3:27])[O:28][C:29]([CH3:30])=[O:31].[CH3:32][OH:33].[Na:5].[SH:1][CH2:2][CH2:3][OH:4]>>[S:1]([CH2:2][CH2:3][OH:4])[CH:7]([CH2:8][CH2:9][CH2:10][CH2:11][CH2:12][CH2:13][C:14](=[O:15])[O:16][CH2:17][CH3:18])[CH2:19][CH2:20][CH2:21][CH:22]([CH2:23][CH2:24][CH2:25][CH2:26][CH3:27])[O:28][C:29]([CH3:30])=[O:31]. The reactants are CC(=O)c1csc(-c2ccc(Cl)c(Cl)c2)c1O, COC(=O)c1ccc(C(=O)NN)s1. RXN SMILES: [Cl:1][c:2]1[cH:3][c:4](-[c:9]2[s:10][cH:11][c:12]([C:15](=[O:16])[CH3:17])[c:13]2[OH:14])[cH:5][cH:6][c:7]1[Cl:8].[NH:18]([NH2:19])[C:20](=[O:21])[c:22]1[cH:23][cH:24][c:25]([C:27](=[O:28])[O:29][CH3:30])[s:26]1>>[Cl:1][c:2]1[cH:3][c:4](-[c:9]2[s:10][cH:11][c:12]([C:15]([CH3:17])=[N:19][NH:18][C:20](=[O:21])[c:22]3[cH:23][cH:24][c:25]([C:27](=[O:28])[O:29][CH3:30])[s:26]3)[c:13]2[OH:14])[cH:5][cH:6][c:7]1[Cl:8]. Yields the product COC(=O)c1ccc(C(=O)NN=C(C)c2csc(-c3ccc(Cl)c(Cl)c3)c2O)s1. The reactants are C1CCOC1, CCOC=O, CC(C)NC(C)C, Clc1ccncc1, Clc1ccncc1, Cl. Yields the product O=Cc1cnccc1Cl. As a reaction SMILES: [CH2:28]1[O:29][CH2:30][CH2:31][CH2:32]1.[CH:23](=[O:24])[O:25][CH2:26][CH3:27].[CH:9]([NH:10][CH:11]([CH3:12])[CH3:13])([CH3:14])[CH3:15].[Cl:16][c:17]1[cH:18][cH:19][n:20][cH:21][cH:22]1.[Cl:2][c:3]1[cH:4][cH:5][n:6][cH:7][cH:8]1.[ClH:1]>>[Cl:2][c:3]1[c:4]([CH:23]=[O:24])[cH:5][n:6][cH:7][cH:8]1. Starting materials: ClCC(=O)C1=CC=2CC3=CC(=CC=C3C2C=C1)Br (2-(chloroacetyl)-7-bromofluorene), BrC1=CC=2CC3=CC=CC=C3C2C=C1 (2-bromofluorene). Product: ClCC(=O)C1=CC=2CC3=CC(=CC=C3C2C=C1)C (2-(Chloroacetyl)-7-methylfluorene). RXN SMILES: [Cl:1][CH2:2][C:3]([C:5]1[CH:17]=[CH:16][C:15]2[C:14]3[C:9](=[CH:10][C:11](Br)=[CH:12][CH:13]=3)[CH2:8][C:7]=2[CH:6]=1)=[O:4].Br[C:20]1C=CC2C3C(=CC=CC=3)CC=2C=1>>[Cl:1][CH2:2][C:3]([C:5]1[CH:17]=[CH:16][C:15]2[C:14]3[C:9](=[CH:10][C:11]([CH3:20])=[CH:12][CH:13]=3)[CH2:8][C:7]=2[CH:6]=1)=[O:4]. Procedure details: Following the same procedure, 2-(chloroacetyl)-7-bromofluorene was prepared from 2-bromofluorene. Reactants: FC(F)(F)c1cccc(Br)n1, O=C([O-])[O-], Cc1ccccc1, [Cs+], [Cs+], CC(S)C1CCN(C(=O)OC(C)(C)C)CC1. Yields the product CC(Sc1cccc(C(F)(F)F)n1)C1CCN(C(=O)OC(C)(C)C)CC1. Reaction SMILES: [Br:17][c:18]1[n:19][c:20]([C:24]([F:25])([F:26])[F:27])[cH:21][cH:22][cH:23]1.[C:28](=[O:29])([O-:30])[O-:31].[CH3:34][c:35]1[cH:36][cH:37][cH:38][cH:39][cH:40]1.[Cs+:32].[Cs+:33].[SH:1][CH:2]([CH3:3])[CH:4]1[CH2:5][CH2:6][N:7]([C:10](=[O:11])[O:12][C:13]([CH3:14])([CH3:15])[CH3:16])[CH2:8][CH2:9]1>>[S:1]([CH:2]([CH3:3])[CH:4]1[CH2:5][CH2:6][N:7]([C:10](=[O:11])[O:12][C:13]([CH3:14])([CH3:15])[CH3:16])[CH2:8][CH2:9]1)[c:18]1[n:19][c:20]([C:24]([F:25])([F:26])[F:27])[cH:21][cH:22][cH:23]1.